This data is from the Open Reaction Database (ORD), a public repository of structured organic reaction records. The task is: describe an organic reaction: reactants, conditions, products, and yield Reactants: COC(=O)c1sc(-c2ccccc2)cc1N(C(=O)C1CCC(C)CC1)C1CCNCC1, ClCCl, [K+], [K+], N#CBr, O=C([O-])[O-]. Product: COC(=O)c1sc(-c2ccccc2)cc1N(C(=O)C1CCC(C)CC1)C1CCN(C#N)CC1. Reaction SMILES: [CH3:1][O:2][C:3](=[O:4])[c:5]1[s:6][c:7](-[c:26]2[cH:27][cH:28][cH:29][cH:30][cH:31]2)[cH:8][c:9]1[N:10]([CH:11]1[CH2:12][CH2:13][NH:14][CH2:15][CH2:16]1)[C:17](=[O:18])[CH:19]1[CH2:20][CH2:21][CH:22]([CH3:25])[CH2:23][CH2:24]1.[Cl:41][CH2:42][Cl:43].[K+:32].[K+:33].[N:38]#[C:39][Br:40].[O-:34][C:35]([O-:36])=[O:37]>>[CH3:1][O:2][C:3](=[O:4])[c:5]1[s:6][c:7](-[c:26]2[cH:27][cH:28][cH:29][cH:30][cH:31]2)[cH:8][c:9]1[N:10]([CH:11]1[CH2:12][CH2:13][N:14]([C:39]#[N:38])[CH2:15][CH2:16]1)[C:17](=[O:18])[CH:19]1[CH2:20][CH2:21][CH:22]([CH3:25])[CH2:23][CH2:24]1. Conditions: temperature 80 celsius. Reaction SMILES: [CH2:1]([N:4]([CH2:18][CH2:19][CH3:20])[CH:5]1[CH2:17][CH2:16][C:8]2[C:9]3[CH:10]=[CH:11][NH:12][C:13]=3[CH:14]=[CH:15][C:7]=2[CH2:6]1)[CH2:2][CH3:3].P(Cl)(Cl)(Cl)=O.[OH-].[Na+].CN(C)[C:30](=[O:33])[CH2:31][CH3:32]>>[CH2:18]([N:4]([CH2:1][CH2:2][CH3:3])[CH:5]1[CH2:17][CH2:16][C:8]2[C:9]3[C:10]([C:30](=[O:33])[CH2:31][CH3:32])=[CH:11][NH:12][C:13]=3[CH:14]=[CH:15][C:7]=2[CH2:6]1)[CH2:19][CH3:20] |f:2.3|. Reported procedure: A mixture of dipropyl-(6,7,8,9-tetrahydro-3H-benzo[e]indol-7-yl)amine (70 mg, 0.26 mmol) and phosphorous oxychloride (48 μL, 80 mg, 0.52 mmol) in N,N-dimethyl propionamide (250 μL) was heated at 80° C. for 6 hours. After cooling 5M sodium hydroxide was added and the mixture was heated again for 0.5 hour. After cooling, the mixture was extracted 3 times with ethyl acetate, dried (magnesium sulfate), filtered and evaporated to yield a residue to which 99% ethanol was added. This was then evaporate... The product is C(CC)N(C1CC2=C(C=3C(=CNC3C=C2)C(CC)=O)CC1)CCC (1-(7-Dipropylamino-6,7,8,9-tetrahydro-3H-benzo[e]indol-1-yl)propan-1-one). Reactants: C(CC)N(C1CC2=C(C=3C=CNC3C=C2)CC1)CCC (dipropyl-(6,7,8,9-tetrahydro-3H-benzo[e]indol-7-yl)amine), P(=O)(Cl)(Cl)Cl (phosphorous oxychloride), CN(C(CC)=O)C (N,N-dimethyl propionamide), [OH-].[Na+] (sodium hydroxide). Yield: 100.0%. The reactants are ClCCl, COc1cc(CO)ccc1NS(=O)(=O)c1ccccc1. The product is COc1cc(C=O)ccc1NS(=O)(=O)c1ccccc1. RXN SMILES: [CH2:21]([Cl:22])[Cl:23].[c:1]1([S:7](=[O:8])(=[O:9])[NH:10][c:11]2[c:12]([O:19][CH3:20])[cH:13][c:14]([CH2:15][OH:16])[cH:17][cH:18]2)[cH:2][cH:3][cH:4][cH:5][cH:6]1>>[c:1]1([S:7](=[O:8])(=[O:9])[NH:10][c:11]2[c:12]([O:19][CH3:20])[cH:13][c:14]([CH:15]=[O:16])[cH:17][cH:18]2)[cH:2][cH:3][cH:4][cH:5][cH:6]1. Reactants: C#CCN, C1CCOC1, COC(=O)c1cc(Cl)nc(S(=O)(=O)C(C)C)c1, CCN(C(C)C)C(C)C. As a reaction SMILES: [CH2:27]([C:28]#[CH:29])[NH2:30].[CH2:31]1[O:32][CH2:33][CH2:34][CH2:35]1.[CH3:1][O:2][C:3]([c:4]1[cH:5][c:6]([Cl:16])[n:7][c:8]([S:10](=[O:11])(=[O:12])[CH:13]([CH3:14])[CH3:15])[cH:9]1)=[O:17].[CH:18]([N:19]([CH2:20][CH3:21])[CH:22]([CH3:23])[CH3:24])([CH3:25])[CH3:26]>>[CH3:1][O:2][C:3]([c:4]1[cH:5][c:6]([NH:30][CH2:27][C:28]#[CH:29])[n:7][c:8]([S:10](=[O:11])(=[O:12])[CH:13]([CH3:14])[CH3:15])[cH:9]1)=[O:17]. Product: C#CCNc1cc(C(=O)OC)cc(S(=O)(=O)C(C)C)n1. Reactants: FC(C1=C(CN2C(=NC3=C2C=C(C=C3)O)C3=CC(=C(C(=C3)OC)OC)OC)C=CC=C1)(F)F (1-(2-trifluoromethylbenzyl)-2-(3,4,5-trimethoxyphenyl)-6-hydroxybenzimidazole), CN(C)CCCCl (3-(N,N-dimethylamino)propyl chloride). Yields the product FC(C1=C(CN2C(=NC3=C2C=C(C=C3)OCCCN(C)C)C3=CC(=C(C(=C3)OC)OC)OC)C=CC=C1)(F)F (1-(2-trifluoromethylbenzyl)-2-(3,4,5-trimethoxyphenyl)-6-[3-(N,N-dimethylamino)propoxy]-benzimidazole). RXN SMILES: [F:1][C:2]([F:33])([F:32])[C:3]1[CH:31]=[CH:30][CH:29]=[CH:28][C:4]=1[CH2:5][N:6]1[C:10]2[CH:11]=[C:12]([OH:15])[CH:13]=[CH:14][C:9]=2[N:8]=[C:7]1[C:16]1[CH:21]=[C:20]([O:22][CH3:23])[C:19]([O:24][CH3:25])=[C:18]([O:26][CH3:27])[CH:17]=1.[CH3:34][N:35]([CH2:37][CH2:38][CH2:39]Cl)[CH3:36]>>[F:33][C:2]([F:1])([F:32])[C:3]1[CH:31]=[CH:30][CH:29]=[CH:28][C:4]=1[CH2:5][N:6]1[C:10]2[CH:11]=[C:12]([O:15][CH2:39][CH2:38][CH2:37][N:35]([CH3:36])[CH3:34])[CH:13]=[CH:14][C:9]=2[N:8]=[C:7]1[C:16]1[CH:17]=[C:18]([O:26][CH3:27])[C:19]([O:24][CH3:25])=[C:20]([O:22][CH3:23])[CH:21]=1. Reported procedure: The title compound was prepared by reacting the compound of Example 104 with 3-(N,N-dimethylamino)propyl chloride essentially as previously described. mp 142° C., NMR, IR, MS 543. Yields the product C(C)(C)(C)O[C@H](C)[C@@H]1N(C(OC1)=O)C1=CC(=NC(=N1)Cl)C(=O)OC (methyl 6-((R)-4-((R)-1-(tert-butoxy)ethyl)-2-oxooxazolidin-3-yl)-2-chloropyrimidine-4-carboxylate). Reactants: [H-].[Na+] (Sodium hydride), ClC1=NC(=CC(=N1)C(=O)OC)Cl (methyl 2,6-dichloropyrimidine-4-carboxylate), C(C)(C)(C)O[C@H](C)[C@@H]1NC(OC1)=O ((R)-4-((R)-1-(tert-butoxy)ethyl)oxazolidin-2-one). The yield is 64.2%. Run in CN(C)C=O (DMF). Conditions: temperature 0 celsius, time 1 hour. Procedure: Sodium hydride (60% dispersion in mineral oil, 23 mg, 0.58 mmol, 1.2 equiv) was added to a solution of methyl 2,6-dichloropyrimidine-4-carboxylate (100 mg, 0.483 mmol) and (R)-4-((R)-1-(tert-butoxy)ethyl)oxazolidin-2-one (90 mg, 0.483 mmol, 1 equiv) in DMF (2.4 mL) at 0° C. The suspension was stirred at 0° C. for 1 hour, by which time it turned yellow. The reaction was quenched with dilute aqueous sodium chloride (20 mL) and extracted with ethyl acetate (2×20 mL). The combined extracts were drie... As a reaction SMILES: [H-].[Na+].[Cl:3][C:4]1[N:9]=[C:8]([C:10]([O:12][CH3:13])=[O:11])[CH:7]=[C:6](Cl)[N:5]=1.[C:15]([O:19][C@@H:20]([C@H:22]1[CH2:26][O:25][C:24](=[O:27])[NH:23]1)[CH3:21])([CH3:18])([CH3:17])[CH3:16]>CN(C=O)C>[C:15]([O:19][C@@H:20]([C@H:22]1[CH2:26][O:25][C:24](=[O:27])[N:23]1[C:6]1[N:5]=[C:4]([Cl:3])[N:9]=[C:8]([C:10]([O:12][CH3:13])=[O:11])[CH:7]=1)[CH3:21])([CH3:16])([CH3:17])[CH3:18] |f:0.1|. The product is Cc1oc(-c2ccccc2)nc1COc1ccc(CON=C(CCCCCC(=O)O)c2ccccc2)cc1. As a reaction SMILES: [CH3:3][c:4]1[c:5]([CH2:15][O:16][c:17]2[cH:18][cH:19][c:20]([CH2:21][O:22][N:23]=[C:24]([CH2:25][CH2:26][CH2:27][CH2:28][CH2:29][C:30](=[O:31])[O:32][CH2:33][CH3:34])[c:35]3[cH:36][cH:37][cH:38][cH:39][cH:40]3)[cH:41][cH:42]2)[n:6][c:7](-[c:9]2[cH:10][cH:11][cH:12][cH:13][cH:14]2)[o:8]1.[ClH:43].[Na+:2].[O:44]1[CH2:45][CH2:46][CH2:47][CH2:48]1.[OH-:1]>>[CH3:3][c:4]1[c:5]([CH2:15][O:16][c:17]2[cH:18][cH:19][c:20]([CH2:21][O:22][N:23]=[C:24]([CH2:25][CH2:26][CH2:27][CH2:28][CH2:29][C:30](=[O:31])[OH:32])[c:35]3[cH:36][cH:37][cH:38][cH:39][cH:40]3)[cH:41][cH:42]2)[n:6][c:7](-[c:9]2[cH:10][cH:11][cH:12][cH:13][cH:14]2)[o:8]1. Reactants: CCOC(=O)CCCCCC(=NOCc1ccc(OCc2nc(-c3ccccc3)oc2C)cc1)c1ccccc1, Cl, [Na+], C1CCOC1, [OH-]. Starting materials: NC1=CC(=C(C=C1)C1=CC(=CC=C1)C#N)C (4-amino-l-(3-cyanophenyl)-2-methylbenzene), N(=O)[O-].[Na+] (sodium nitrite), resultant mixture, [I-].[K+] (potassium iodide). Solvent: Cl (hydrochloric acid), O (water), O (water), O (water). Conditions: time 20 minute. Product: C(#N)C=1C=C(C=CC1)C1=C(C=C(C=C1)I)C (1-(3-cyanophenyl)-4-iodo-2-methylbenzene). The yield is 28.9%. RXN SMILES: N[C:2]1[CH:7]=[CH:6][C:5]([C:8]2[CH:13]=[CH:12][CH:11]=[C:10]([C:14]#[N:15])[CH:9]=2)=[C:4]([CH3:16])[CH:3]=1.N([O-])=O.[Na+].[I-:21].[K+]>Cl.O>[C:14]([C:10]1[CH:9]=[C:8]([C:5]2[CH:6]=[CH:7][C:2]([I:21])=[CH:3][C:4]=2[CH3:16])[CH:13]=[CH:12][CH:11]=1)#[N:15] |f:1.2,3.4|. Reported procedure: A suspension of 4-amino-l-(3-cyanophenyl)-2-methylbenzene (2.5 gm, 12.0 mmol) in conc. hydrochloric acid (13 mL) and water (16 mL) at 0° C., was treated with a solution of sodium nitrite (1.83 gm, 26.5 mmol) in water (10 mL) over 10 mins. The mixture was stirred for 20 mins and then a solution of potassium iodide (8.40 gm, 50.6 mmol) in water (20 mL) was added over 10 mins. The resultant mixture was heated at 80° C. for 2 h then cooled. The residue was extracted with dichloromethane and the comb... Reactants: CC(C)(C)[Si](OCCCC1OC(=O)C=C1c1ccccc1)(c1ccccc1)c1ccccc1, CCCC[N+](CCCC)(CCCC)CCCC, CCOC(C)=O, Cl, [F-], C1CCOC1. The product is O=C1C=C(c2ccccc2)C(CCCO)O1. As a reaction SMILES: [C:19]([Si:20]([c:21]1[cH:22][cH:23][cH:40][cH:41][cH:42]1)([O:24][CH2:25][CH2:26][CH2:27][CH:28]1[C:29]([c:34]2[cH:35][cH:36][cH:37][cH:38][cH:39]2)=[CH:30][C:31](=[O:33])[O:32]1)[c:43]1[cH:44][cH:45][cH:46][cH:47][cH:48]1)([CH3:49])([CH3:50])[CH3:51].[CH3:2][CH2:3][CH2:4][CH2:5][N+:6]([CH2:7][CH2:8][CH2:9][CH3:10])([CH2:11][CH2:12][CH2:13][CH3:14])[CH2:15][CH2:16][CH2:17][CH3:18].[CH3:52][CH2:53][O:54][C:55](=[O:56])[CH3:57].[ClH:58].[F-:1].[O:59]1[CH2:60][CH2:61][CH2:62][CH2:63]1>>[OH:24][CH2:25][CH2:26][CH2:27][CH:28]1[C:29]([c:34]2[cH:35][cH:36][cH:37][cH:38][cH:39]2)=[CH:30][C:31](=[O:33])[O:32]1. Product: CCCCc1nc2ccc(C3CC4CCCN4O3)cc2c(=O)n1Cc1ccc(-c2ccccc2-c2nnn[nH]2)cc1. The reactants are CCCCc1nc2ccc(C3CC4CCCN4O3)cc2c(=O)n1Cc1ccc(-c2ccccc2-c2nnnn2C(c2ccccc2)(c2ccccc2)c2ccccc2)cc1, CO, C1CCOC1. RXN SMILES: [CH2:1]([CH2:2][CH2:3][CH3:4])[c:5]1[n:6][c:7]2[cH:8][cH:9][c:10]([CH:53]3[CH2:54][CH:55]4[N:56]([O:57]3)[CH2:58][CH2:59][CH2:60]4)[cH:11][c:12]2[c:13](=[O:52])[n:14]1[CH2:15][c:16]1[cH:17][cH:18][c:19](-[c:22]2[c:23](-[c:28]3[n:29][n:30][n:31][n:32]3[C:33]([c:34]3[cH:35][cH:36][cH:37][cH:38][cH:39]3)([c:40]3[cH:41][cH:42][cH:43][cH:44][cH:45]3)[c:46]3[cH:47][cH:48][cH:49][cH:50][cH:51]3)[cH:24][cH:25][cH:26][cH:27]2)[cH:20][cH:21]1.[CH3:61][OH:62].[O:63]1[CH2:64][CH2:65][CH2:66][CH2:67]1>>[CH2:1]([CH2:2][CH2:3][CH3:4])[c:5]1[n:6][c:7]2[cH:8][cH:9][c:10]([CH:53]3[CH2:54][CH:55]4[N:56]([O:57]3)[CH2:58][CH2:59][CH2:60]4)[cH:11][c:12]2[c:13](=[O:52])[n:14]1[CH2:15][c:16]1[cH:17][cH:18][c:19](-[c:22]2[c:23](-[c:28]3[n:29][n:30][n:31][nH:32]3)[cH:24][cH:25][cH:26][cH:27]2)[cH:20][cH:21]1.